Dataset: the Open Reaction Database (ORD), a public repository of structured organic reaction records. Task: describe an organic reaction: reactants, conditions, products, and yield Reactants: COC1=C(C=CC(=C1F)OC)I (2,4-dimethoxy-3-fluoro-iodo benzene), C(#C)C=1C=NN(C1)C (4-ethynyl-1-methyl-1H-pyrazole), C(C)#N (acetonitrile). The reagents and catalysts are Cl[Pd]([P](C1=CC=CC=C1)(C2=CC=CC=C2)C3=CC=CC=C3)([P](C4=CC=CC=C4)(C5=CC=CC=C5)C6=CC=CC=C6)Cl (dichlorobis(triphenylphosphine)palladium), [Cu]I (copper (I) iodide). Run in C(C)N(CC)CC (triethylamine). Conditions: time 1 hour. Product: COC1=C(C=CC(=C1F)OC)C#CC=1C=NN(C1)C (4-(2,4-Dimethoxy-3-fluoro-phenylethynyl)-1-methyl-1H-pyrazole). Yield: 86.0%. RXN SMILES: [CH3:1][O:2][C:3]1[C:8]([F:9])=[C:7]([O:10][CH3:11])[CH:6]=[CH:5][C:4]=1I.[C:13]([C:15]1[CH:16]=[N:17][N:18]([CH3:20])[CH:19]=1)#[CH:14].C(#N)C>Cl[Pd](Cl)([P](C1C=CC=CC=1)(C1C=CC=CC=1)C1C=CC=CC=1)[P](C1C=CC=CC=1)(C1C=CC=CC=1)C1C=CC=CC=1.[Cu]I.C(N(CC)CC)C>[CH3:1][O:2][C:3]1[C:8]([F:9])=[C:7]([O:10][CH3:11])[CH:6]=[CH:5][C:4]=1[C:14]#[C:13][C:15]1[CH:16]=[N:17][N:18]([CH3:20])[CH:19]=1 |^1:26,45|. Reported procedure: To a mixture of (0.95 mmol) of 2,4-dimethoxy-3-fluoro-iodo benzene, 0.122 g (1.15 mmol) of 4-ethynyl-1-methyl-1H-pyrazole, 0.028 g (0.04 mmol) of dichlorobis(triphenylphosphine)palladium (II) and 8 mg (0.042 mmol) of copper (I) iodide 4 mL of anhydrous acetonitrile and 2 mL of triethylamine were added under nitrogen atmosphere at room temperature. The resulting mixture was stirred for 1 hour, when TLC indicated a consumption of the iodobenzene. The solvent was evaporated under reduced pressure a... The reactants are ClC=1C=CC2=C(C(=NC(C=3N2N=C(N3)C(=O)N)O)C3=CC=CC=C3)C1 (8-chloro-4-hydroxy-6-phenyl-4H-s-triazolo[1,5-a][1,4]benzodiazepine-2-carboxamide), S(O)(O)(=O)=O (sulfuric acid), CO (methanol). The product is ClC=1C=CC2=C(C(=NC(C=3N2N=C(N3)C(=O)N)OC)C3=CC=CC=C3)C1 (8-chloro-4-methoxy-6-phenyl-4H-s-triazolo[1,5-a][1,4]benzodiazepine-2-carboxamide), hydrate. As a reaction SMILES: [Cl:1][C:2]1[CH:3]=[CH:4][C:5]2[N:11]3[N:12]=[C:13]([C:15]([NH2:17])=[O:16])[N:14]=[C:10]3[CH:9]([OH:18])[N:8]=[C:7]([C:19]3[CH:24]=[CH:23][CH:22]=[CH:21][CH:20]=3)[C:6]=2[CH:25]=1.S(=O)(=O)(O)O.[CH3:31]O>>[Cl:1][C:2]1[CH:3]=[CH:4][C:5]2[N:11]3[N:12]=[C:13]([C:15]([NH2:17])=[O:16])[N:14]=[C:10]3[CH:9]([O:18][CH3:31])[N:8]=[C:7]([C:19]3[CH:24]=[CH:23][CH:22]=[CH:21][CH:20]=3)[C:6]=2[CH:25]=1. Reported procedure: To a solution of 8-chloro-4-hydroxy-6-phenyl-4H-s-triazolo[1,5-a][1,4]benzodiazepine-2-carboxamide (3/2 hydrate) in methanol is added a small amount of concentrated sulfuric acid, and the mixture is treated in the same manner as that of Example 3 to give 8-chloro-4-methoxy-6-phenyl-4H-s-triazolo[1,5-a][1,4]benzodiazepine-2-carboxamide as crystals (1/3 hydrate). This product is identical with the product in Example 3 with respect to melting point and infrared absorption spectrum.